Dataset: the Open Reaction Database (ORD), a public repository of structured organic reaction records. Task: describe an organic reaction: reactants, conditions, products, and yield Isolated yield 86.0%. Yields the product ClC=1C2=C(N=C(N1)NC(C(C)(C)C)=O)C=C(N2)C (N-(4-chloro-6-methyl-5H-pyrrolo[3,2-d]pyrimidin-2-yl)-2,2-dimethylpropanamide). Procedure: To a 100-mL round-bottomed flask was added 9 (1.16 g, 4.67 mmol) suspended in 30 mL phosphorus oxychloride. The reaction mixture was heated at reflux with stirring in an anhydrous atmosphere for 3 h. The dark orange solution was allowed to cool to room temperature and concentrated in vacuo. Water (20 mL) was then added to the residue at 0° C. with vigorous stirring to give an exothermic reaction. Concentrated aqueous ammonium hydroxide was added to pH 5 to give a precipitate, which was collected... RXN SMILES: [CH3:1][C:2]([CH3:18])([CH3:17])[C:3]([NH:5][C:6]1[NH:7][C:8](=O)[C:9]2[NH:14][C:13]([CH3:15])=[CH:12][C:10]=2[N:11]=1)=[O:4].[OH-].[NH4+].P(Cl)(Cl)([Cl:23])=O>>[Cl:23][C:8]1[C:9]2[NH:14][C:13]([CH3:15])=[CH:12][C:10]=2[N:11]=[C:6]([NH:5][C:3](=[O:4])[C:2]([CH3:18])([CH3:17])[CH3:1])[N:7]=1 |f:1.2|. Run at time 3 hour. Starting materials: CC(C(=O)NC=1NC(C2=C(N1)C=C(N2)C)=O)(C)C (2,2-Dimethyl-N-(6-methyl-4-oxo-4,5-dihydro-3H-pyrrolo[3,2-d]pyrimidin-2-yl)propanamide), [OH-].[NH4+] (ammonium hydroxide), P(=O)(Cl)(Cl)Cl (phosphorus oxychloride). The reactants are [Br-], [Br-], Br, CC1CCC(C(C)(C)O)CC1, [Zn+2]. Product: CC1CCC(C(C)(C)Br)CC1. As a reaction SMILES: [Br-:13].[Br-:15].[BrH:12].[CH3:1][CH:2]1[CH2:3][CH2:4][CH:5]([C:8]([CH3:9])([CH3:10])[OH:11])[CH2:6][CH2:7]1.[Zn+2:14]>>[CH3:1][CH:2]1[CH2:3][CH2:4][CH:5]([C:8]([CH3:9])([CH3:10])[Br:12])[CH2:6][CH2:7]1. The reactants are ClC1=CC=C(C=C1)[C@H](C)N ((S)-1-(4-chlorophenyl)ethylamine), BrC=1C(=NC(=NC1)Cl)N1[C@H](COCC1)C(=O)O ((R)-4-(5-bromo-2-chloropyrimidin-4-yl)morpholine-3-carboxylic acid), ON1N=NC2=C1C=CC=C2 (1-hydroxybenzotriazole), Cl.C(C)N=C=NCCCN(C)C (1-ethyl-(3-dimethylaminopropyl)carbodiimide hydrochloride). Run in C1CCOC1 (THF). The product is BrC=1C(=NC(=NC1)Cl)N1C(COCC1)C(=O)N[C@@H](C)C1=CC=C(C=C1)Cl (4-(5-bromo-2-chloropyrimidin-4-yl)-N-((S)-1-(4-chlorophenyl)ethyl)morpholine-3-carboxamide). The yield is 72.2%. RXN SMILES: [Br:1][C:2]1[C:3]([N:9]2[CH2:14][CH2:13][O:12][CH2:11][C@@H:10]2[C:15]([OH:17])=O)=[N:4][C:5]([Cl:8])=[N:6][CH:7]=1.ON1C2C=CC=CC=2N=N1.Cl.C(N=C=NCCCN(C)C)C.[Cl:40][C:41]1[CH:46]=[CH:45][C:44]([C@@H:47]([NH2:49])[CH3:48])=[CH:43][CH:42]=1>C1COCC1>[Br:1][C:2]1[C:3]([N:9]2[CH2:14][CH2:13][O:12][CH2:11][CH:10]2[C:15]([NH:49][C@H:47]([C:44]2[CH:45]=[CH:46][C:41]([Cl:40])=[CH:42][CH:43]=2)[CH3:48])=[O:17])=[N:4][C:5]([Cl:8])=[N:6][CH:7]=1 |f:2.3|. Procedure details: To a 50 mL round-bottom flask were added (R)-4-(5-bromo-2-chloropyrimidin-4-yl)morpholine-3-carboxylic acid (460 mg, 1.426 mmol), 1-hydroxybenzotriazole (193 mg, 1.426 mmol), and 1-ethyl-(3-dimethylaminopropyl)carbodiimide hydrochloride (328 mg, 1.711 mmol) in THF (10 mL) to give a beige solution. After 5 minutes (S)-1-(4-chlorophenyl)ethylamine (0.220 mL, 1.569 mmol) was added to the solution, which was allowed to react at room temperature for 1.5 hours. The reaction mixture was subsequently pa... Reactants: O (water), C1(CCCCC1)N (cyclohexylamine), N(=NC(C(=O)OC)(C)C)C(C(=O)OC)(C)C (dimethyl 2,2'-azobis (2-methylpropionate)), C[O-].[Na+] (sodium methoxide). Run in CO (methanol). Reaction conditions: temperature 10 celsius, time 8 hour. The product is N(=NC(C(=O)NC1CCCCC1)(C)C)C(C(=O)NC1CCCCC1)(C)C (2,2'-azobis (N-cyclohexyl-2-methylpropionamide)). Yield: 81.0%. RXN SMILES: [CH:1]1([NH2:7])[CH2:6][CH2:5][CH2:4][CH2:3][CH2:2]1.[N:8]([C:17]([CH3:23])([CH3:22])[C:18]([O:20]C)=O)=[N:9][C:10]([CH3:16])([CH3:15])[C:11]([O:13]C)=O.C[O-].[Na+].O>CO>[N:9]([C:10]([CH3:15])([CH3:16])[C:11]([NH:7][CH:1]1[CH2:6][CH2:5][CH2:4][CH2:3][CH2:2]1)=[O:13])=[N:8][C:17]([CH3:23])([CH3:22])[C:18]([NH:7][CH:1]1[CH2:6][CH2:5][CH2:4][CH2:3][CH2:2]1)=[O:20] |f:2.3|. Reported procedure: 47.3 Grams of cyclohexylamine is mixed with 50 g of dimethyl 2,2'-azobis (2-methylpropionate) and 20 g of 28% sodium methoxide solution in methanol is dropwise added thereto under stirring, following by conducting a reaction at room temperature with stirring for 6 hours and keeping standing overnight. 100 Milliliter of water is added to the reaction solution and cooled to 10° C. to precipitate crystals. The crystals are recovered by filtration and dried to give 59.4 g (yield 81 %) of 2,2'-azobis... Reactants: COC1=NC(=NC=C1C(=O)OC)SC (methyl 4-methoxy-2-(methylthio)pyrimidine-5-carboxylate), [H][H] (hydrogen). Reagents/catalysts: [Ni] (Raney nickel). Solvent: CO (methanol). Product: COC1=NC=NC=C1C(=O)OC (methyl 4-methoxypyrimidine-5-carboxylate). Reaction SMILES: [CH3:1][O:2][C:3]1[C:8]([C:9]([O:11][CH3:12])=[O:10])=[CH:7][N:6]=[C:5](SC)[N:4]=1.[H][H]>[Ni].CO>[CH3:1][O:2][C:3]1[C:8]([C:9]([O:11][CH3:12])=[O:10])=[CH:7][N:6]=[CH:5][N:4]=1. Procedure details: A mixture of 2.2 g of methyl 4-methoxy-2-(methylthio)pyrimidine-5-carboxylate, 15 g of Raney nickel (washed with methanol to remove water) and 200 mL of methanol was stirred under 1 atm hydrogen overnight. Conversion was incomplete by LCMS so the mixture was filtered and treated with 15 g of fresh Raney nickel under hydrogen overnight. After filtration and concentration under reduced pressure, purification by flash chromatography (0%-10% ethyl acetate in hexanes) gave the product as white crysta... The reactants are FC1=CC(=C(C=C1F)N)N (4,5-difluoro-1,2-phenylenediamine), ClC1=CC=C(C=C1)C1CC(=O)OC(C1)=O (3-(4-chlorophenyl)glutaric anhydride). The product is ClC1=CC=C(C=C1)C(CC(=O)O)CC=1NC2=C(N1)C=C(C(=C2)F)F.Cl (3-(4-chlorophenyl)-4-(5,6-difluoro-2-benzimidazolyl)butanoic acid•HCl). RXN SMILES: [F:1][C:2]1[C:7]([F:8])=[CH:6][C:5]([NH2:9])=[C:4]([NH2:10])[CH:3]=1.[Cl:11][C:12]1[CH:17]=[CH:16][C:15]([CH:18]2[CH2:24][C:23](=O)[O:22][C:20](=[O:21])[CH2:19]2)=[CH:14][CH:13]=1>>[Cl:11][C:12]1[CH:13]=[CH:14][C:15]([CH:18]([CH2:24][C:23]2[NH:10][C:4]3[CH:3]=[C:2]([F:1])[C:7]([F:8])=[CH:6][C:5]=3[N:9]=2)[CH2:19][C:20]([OH:22])=[O:21])=[CH:16][CH:17]=1.[ClH:11] |f:2.3|. Procedure: By a procedure similar to that of example 1.4, starting from commercial 4,5-difluoro-1,2-phenylenediamine and 3-(4-chlorophenyl)glutaric anhydride, 3-(4-chlorophenyl)-4-(5,6-difluoro-2-benzimidazolyl)butanoic acid•HCl was obtained as light greyish solid.